From a dataset of the Open Reaction Database (ORD), a public repository of structured organic reaction records. describe an organic reaction: reactants, conditions, products, and yield The reactants are C, CO, O=C(Nc1cc(Oc2ccc([N+](=O)[O-])cc2F)ncn1)N1CCC(CN2CCCC2)CC1, C1CCOC1, [Pd]. Yields the product Nc1ccc(Oc2cc(NC(=O)N3CCC(CN4CCCC4)CC3)ncn2)c(F)c1. Reaction SMILES: [C:40].[CH3:38][OH:39].[F:1][c:2]1[c:3]([O:4][c:5]2[cH:6][c:7]([NH:11][C:12](=[O:13])[N:14]3[CH2:15][CH2:16][CH:17]([CH2:20][N:21]4[CH2:22][CH2:23][CH2:24][CH2:25]4)[CH2:18][CH2:19]3)[n:8][cH:9][n:10]2)[cH:26][cH:27][c:28]([N+:30]([O-:31])=[O:32])[cH:29]1.[O:33]1[CH2:34][CH2:35][CH2:36][CH2:37]1.[Pd:41]>>[F:1][c:2]1[c:3]([O:4][c:5]2[cH:6][c:7]([NH:11][C:12](=[O:13])[N:14]3[CH2:15][CH2:16][CH:17]([CH2:20][N:21]4[CH2:22][CH2:23][CH2:24][CH2:25]4)[CH2:18][CH2:19]3)[n:8][cH:9][n:10]2)[cH:26][cH:27][c:28]([NH2:30])[cH:29]1. Reactants: C1=2C(=O)OC(NC1=CC=CC2)=O (isatoic anhydride), N1(C=NC=C1)C(CCN)C (3-(1H-imidazol-1-yl)butanamine). The product is N1(C=NC=C1)C(CCN1C=NC2=CC=CC=C2C1=O)C (3-[3-(1H-Imidazol-1-yl)butyl]-4(3H)-quinazolinone). Procedure: A mixture of 3.25 g of isatoic anhydride, 2.78 g of 3-(1H-imidazol-1-yl)butanamine and 40 ml of ethanol was stirred at room temperature for 20 hours and concentrated. The residue and 10 ml of triethyl orthoformate were heated at 95°-115° C. for 3 hours and concentrated to obtain the desired product as an oil. Solvent: C(C)O (ethanol). As a reaction SMILES: [C:1]12[C:7](=[CH:8][CH:9]=[CH:10][CH:11]=1)[NH:6][C:5](=O)[O:4][C:2]2=O.[N:13]1([CH:18]([CH3:22])[CH2:19][CH2:20][NH2:21])[CH:17]=[CH:16][N:15]=[CH:14]1>C(O)C>[N:13]1([CH:18]([CH3:22])[CH2:19][CH2:20][N:21]2[C:2](=[O:4])[C:1]3[C:7](=[CH:8][CH:9]=[CH:10][CH:11]=3)[N:6]=[CH:5]2)[CH:17]=[CH:16][N:15]=[CH:14]1. Reaction conditions: time 20 hour. The reactants are CN(C1CCC(CC1)NC(=S)NC)C (1-(4-dimethylaminocyclohexyl)-3-methyl-thiourea), CI (methyliodide), Cl (HCl), O (H2O), strong basic ion. The solvent is CO (MeOH), [Cl-] (chloride). The product is CN([C@@H]1CC[C@H](CC1)NC(SC)=NC)C (1-(trans-4-Dimethylamino-cyclohexyl)-2,3-dimethyl-isothiourea), Cl (hydrochloride). Reaction SMILES: [CH3:1][N:2]([CH3:14])[CH:3]1[CH2:8][CH2:7][CH:6]([NH:9][C:10]([NH:12][CH3:13])=[S:11])[CH2:5][CH2:4]1.[CH3:15]I.O.[ClH:18]>CO.[Cl-]>[CH3:1][N:2]([CH3:14])[C@H:3]1[CH2:4][CH2:5][C@H:6]([NH:9][C:10](=[N:12][CH3:13])[S:11][CH3:15])[CH2:7][CH2:8]1.[ClH:18]. Procedure: A mixture of 0.50 g of 1-(4-dimethylaminocyclohexyl)-3-methyl-thiourea in 10 ml of MeOH, 1.16 ml of 2M HCl (in MeOH) and 0.36 g of methyliodide is stirred at RT. From the mixture obtained solvent is evaporated and the evaporation residue obtained is treated with H2O. 10 ml of a strong basic ion exchanger in chloride form (Amberlite IRA 400 (Cl)R) are added to the aqueous mixture obtained and the mixture obtained is stirred at RT. A precipitate obtained is filtrated off and the filtrate obtained ... The reactants are [N+](=O)(O)[O-] (nitric acid), N1C(CC2=CC=CC=C12)=O (oxindole), O (water). Run in S(O)(O)(=O)=O (sulphuric acid). Conditions: temperature 0 celsius, time 30 minute. Product: [N+](=O)([O-])C=1C=C2CC(NC2=CC1)=O (5-nitrooxindole). The yield is 47.9%. Reaction SMILES: [N+:1]([O-:4])(O)=[O:2].[NH:5]1[C:13]2[C:8](=[CH:9][CH:10]=[CH:11][CH:12]=2)[CH2:7][C:6]1=[O:14].O>S(=O)(=O)(O)O>[N+:1]([C:10]1[CH:9]=[C:8]2[C:13](=[CH:12][CH:11]=1)[NH:5][C:6](=[O:14])[CH2:7]2)([O-:4])=[O:2]. Procedure: Fuming nitric acid (1.58 ml, 39.4 mmol) was added dropwise to a solution of oxindole (5 g, 37.5 mmol) in concentrated sulphuric acid (25 ml) cooled by an ice bath and maintained below 5° C. The mixture was stirred for 30 minutes at 0° C. and then poured into water. The precipitate was collected by filtration and thoroughly washed with water. The solid was suspended in 50% acetic acid (100 ml) and heated at 90° C. for 1 hour. The mixture was allowed to cool, the solid product was collected by fil... Reactants: FC(C=1C=C(CN(C2=NC=C(C=N2)N2CCOCC2)CC2=C(C=CC(=C2)C(F)(F)F)N(C(=O)CCCCCC(=O)OCC)CC)C=C(C1)C(F)(F)F)(F)F (Ethyl 6-[(2-{[(3,5-bis-trifluoromethyl-benzyl)-(5-morpholin-4-yl-pyrimidin-2-yl)-amino]-methyl}-4-trifluoromethyl-phenyl)-ethyl-carbamoyl]-hexanoate), Cl (hydrochloric acid), C(C)(=O)OCC (ethyl acetate), [OH-].[Na+] (sodium hydroxide). The solvent is C(C)O (ethanol). Conditions: time 2 hour. The product is FC(C=1C=C(CN(C2=NC=C(C=N2)N2CCOCC2)CC2=C(C=CC(=C2)C(F)(F)F)N(C(=O)CCCCCC(=O)O)CC)C=C(C1)C(F)(F)F)(F)F (6-[(2-{[(3,5-bis-trifluoromethyl-benzyl)-(5-morpholin-4-yl-pyrimidin-2-yl)-amino]-methyl}-4-trifluoromethyl-phenyl)-ethyl-carbamoyl]-hexanoic acid). The yield is 101.5%. RXN SMILES: [F:1][C:2]([F:54])([F:53])[C:3]1[CH:4]=[C:5]([CH:46]=[C:47]([C:49]([F:52])([F:51])[F:50])[CH:48]=1)[CH2:6][N:7]([CH2:20][C:21]1[CH:26]=[C:25]([C:27]([F:30])([F:29])[F:28])[CH:24]=[CH:23][C:22]=1[N:31]([CH2:44][CH3:45])[C:32]([CH2:34][CH2:35][CH2:36][CH2:37][CH2:38][C:39]([O:41]CC)=[O:40])=[O:33])[C:8]1[N:13]=[CH:12][C:11]([N:14]2[CH2:19][CH2:18][O:17][CH2:16][CH2:15]2)=[CH:10][N:9]=1.[OH-].[Na+].Cl.C(OCC)(=O)C>C(O)C>[F:54][C:2]([F:1])([F:53])[C:3]1[CH:4]=[C:5]([CH:46]=[C:47]([C:49]([F:51])([F:50])[F:52])[CH:48]=1)[CH2:6][N:7]([CH2:20][C:21]1[CH:26]=[C:25]([C:27]([F:28])([F:29])[F:30])[CH:24]=[CH:23][C:22]=1[N:31]([CH2:44][CH3:45])[C:32]([CH2:34][CH2:35][CH2:36][CH2:37][CH2:38][C:39]([OH:41])=[O:40])=[O:33])[C:8]1[N:13]=[CH:12][C:11]([N:14]2[CH2:19][CH2:18][O:17][CH2:16][CH2:15]2)=[CH:10][N:9]=1 |f:1.2|. Reported procedure: Ethyl 6-[(2-{[(3,5-bis-trifluoromethyl-benzyl)-(5-morpholin-4-yl-pyrimidin-2-yl)-amino]-methyl}-4-trifluoromethyl-phenyl)-ethyl-carbamoyl]-hexanoate (140 mg) is dissolved in ethanol (4 ml), and thereto is added 1N-aqueous sodium hydroxide solution (1 ml), and the mixture is stirred at room temperature for 2 hours. To the reaction solution are added a 1N-hydrochloric acid and ethyl acetate, and the mixture is separated, and the organic layer is washed with a saturated brine, dried over magnesium ...